This data is from the Open Reaction Database (ORD), a public repository of structured organic reaction records. The task is: describe an organic reaction: reactants, conditions, products, and yield Reactants: C1(=CC=CC=C1)S (thiophenol), [S] (sulphur). Yields the product C1(=CC=CC=C1)SSC1=CC=CC=C1 (DIPHENYL DISULPHIDE). Reaction SMILES: [C:1]1([SH:7])[CH:6]=[CH:5][CH:4]=[CH:3][CH:2]=1.[S]>>[C:1]1([S:7][S:7][C:1]2[CH:6]=[CH:5][CH:4]=[CH:3][CH:2]=2)[CH:6]=[CH:5][CH:4]=[CH:3][CH:2]=1 |^3:7|. Procedure details: To the same reactor, 220 g of thiophenol, 16 g of sulphur and 4 g of Amberlyst A 21 resin are added. The mixture is kept at ambient temperature while stirring. At the end of the evolution of hydrogen sulphide, the liquid is recovered. The analysis of which shows that it is wholly composed of diphenyl disulphide and excess thiophenol. The yield of diphenyl disulphide is 99% in relation to the sulphur added.